This data is from the Open Reaction Database (ORD), a public repository of structured organic reaction records. The task is: describe an organic reaction: reactants, conditions, products, and yield Reactants: C(C)N (Ethylamine), C1=CC=CC2=C1C1=C(OC2=O)C=2C=CC=CC2C1=O (benz[d]indeno[1,2-b]pyran-5, 11-dione). Solvent: C(Cl)(Cl)Cl (CHCl3), C(Cl)(Cl)Cl (CHCl3). Reaction conditions: time 8 hour. Yields the product C(C)N1C(C2=CC=CC=C2C2=C1C=1C=CC=CC1C2=O)=O (6-Ethyl-5,6-dihydro-5,11-diketo-11H-indeno[1,2-c]isoquinoline). Isolated yield 78.1%. As a reaction SMILES: [CH2:1]([NH2:3])[CH3:2].[CH:4]1[C:9]2[C:10]3[C:21](=O)[C:20]4[CH:19]=[CH:18][CH:17]=[CH:16][C:15]=4[C:11]=3[O:12][C:13](=[O:14])[C:8]=2[CH:7]=[CH:6][CH:5]=1>C(Cl)(Cl)Cl>[CH2:1]([N:3]1[C:21]2[C:20]3[CH:19]=[CH:18][CH:17]=[CH:16][C:15]=3[C:11](=[O:12])[C:10]=2[C:9]2[C:8](=[CH:7][CH:6]=[CH:5][CH:4]=2)[C:13]1=[O:14])[CH3:2]. Reported procedure: Ethylamine (0.2 mL, 3 mmol) was added to a stirred solution of benz[d]indeno[1,2-b]pyran-5, 11-dione (2) (0.49 g, 2 mmol) in CHCl3 (10 mL). The bright orange mixture stirred overnight. To the reaction mixture CHCl3 (100 mL) was added and the mixture washed with H2O (3×25 mL) and brine (1×25 mL), dried (MgSO4), and concentrated under reduced pressure to give an orange-red solid (0.43 g, 75%): mp 188-189° C.; IR (thin film) 2986, 1690, 1656, 1611, 1549, 1503, 1430, 1320, 1197, 991 cm−1; 1H NMR (DM...